Dataset: the Open Reaction Database (ORD), a public repository of structured organic reaction records. Task: describe an organic reaction: reactants, conditions, products, and yield Starting materials: ClC1=CC=C(C=C1)S (p-chlorothiophenol), ClC1=CC=C(C=C1)[N+](=O)[O-] (p-chloronitrobenzene), C([O-])([O-])=O.[Na+].[Na+] (sodium carbonate), O (water). Solvent: C(C)O (ethanol). Conditions: temperature 100 celsius. The product is C1=CC(=CC=C1[N+](=O)[O-])SC2=CC=C(C=C2)Cl (4-chloro4'-nitrodiphenylsulfide). Isolated yield 100.7%. As a reaction SMILES: [Cl:1][C:2]1[CH:7]=[CH:6][C:5]([SH:8])=[CH:4][CH:3]=1.Cl[C:10]1[CH:15]=[CH:14][C:13]([N+:16]([O-:18])=[O:17])=[CH:12][CH:11]=1.C(=O)([O-])[O-].[Na+].[Na+].O>C(O)C>[CH:12]1[C:13]([N+:16]([O-:18])=[O:17])=[CH:14][CH:15]=[C:10]([S:8][C:5]2[CH:6]=[CH:7][C:2]([Cl:1])=[CH:3][CH:4]=2)[CH:11]=1 |f:2.3.4|. Reported procedure: A mixture of 43.5 g of p-chlorothiophenol, 47.1 g of p-chloronitrobenzene, 39.0 g of sodium carbonate, 120 ml of water and 150 ml of ethanol was heated at 100° C. for 19 hours, giving 80.0 g of 4-chloro4'-nitrodiphenylsulfide, which was then dissolved in a mixture of 400 ml of acetic acid and 100 ml of 30% hydrogen peroxide and stirred at 100° C. for one hour, giving 80.2 g of the corresponding sulfonyl derivative.